This data is from the Open Reaction Database (ORD), a public repository of structured organic reaction records. The task is: describe an organic reaction: reactants, conditions, products, and yield Reactants: Cl (HCl), FCC1(C2=C(B(O1)O)C=CC(=C2)C)CF (3,3-bis(fluoromethyl)-5-methylbenzo[c][1,2]oxaborol-1(3H)-ol), C1CC(=O)N(C1=O)Br (NBS), C(=O)([O-])[O-].[Na+].[Na+] (Na2CO3). The solvent is C(Cl)(Cl)(Cl)Cl (CCl4). Product: FCC1(C2=C(B(O1)O)C=CC(=C2)C=O)CF (3,3-bis(fluoromethyl)-1-hydroxy-1,3-dihydrobenzo[c][1,2]oxaborole-5-carbaldehyde). Yield: 107.3%. RXN SMILES: [F:1][CH2:2][C:3]1([CH2:14][F:15])[O:7][B:6]([OH:8])[C:5]2[CH:9]=[CH:10][C:11]([CH3:13])=[CH:12][C:4]1=2.C1C(=O)N(Br)C(=[O:19])C1.C([O-])([O-])=O.[Na+].[Na+].Cl>C(Cl)(Cl)(Cl)Cl>[F:1][CH2:2][C:3]1([CH2:14][F:15])[O:7][B:6]([OH:8])[C:5]2[CH:9]=[CH:10][C:11]([CH:13]=[O:19])=[CH:12][C:4]1=2 |f:2.3.4|. Reported procedure: A solution of 3,3-bis(fluoromethyl)-5-methylbenzo[c][1,2]oxaborol-1(3H)-ol (350 mg, 1.65 mmol), NBS (647 mg, 3.63 mmol), and BPO (40 mg, 0.17 mmol) in CCl4 (10 mL) was refluxed overnight. After treating with aqueous Na2CO3, the aqueous phase was acidified with HCl (3 N) to pH of 3, and then extracted with EA. The organic layer was washed with brine, dried over Na2SO4, filtered and concentrated under reduced pressure to afford the crude product (400 mg) as a yellow solid that was used directly in... Starting materials: [Cl-].[NH4+] (ammonium chloride), C1(CC1)C1=CC(=NN1)NC1=CC(=C(C#N)C=C1[N+](=O)[O-])N[C@@H](C)C1=CC=C(C=C1)F ((S)-4-(5-Cyclopropyl-1H-pyrazol-3-ylamino)-2-[1-(4-fluorophenyl)ethylamino]-5-nitrobenzonitrile), C(C)(=O)[O-].[NH4+] (ammonium acetate). Reagents/catalysts: [Zn] (zinc). Solvent: CO.C1CCOC1 (MeOH THF). Reaction conditions: temperature 25 celsius, time 1 hour. The product is NC=1C(=CC(=C(C#N)C1)N[C@@H](C)C1=CC=C(C=C1)F)NC1=NNC(=C1)C1CC1 ((S)-5-Amino-4-(5-cyclopropyl-1H-pyrazol-3-ylamino)-2-[1-(4-fluorophenyl)ethylamino]benzonitrile). RXN SMILES: [CH:1]1([C:4]2[NH:8][N:7]=[C:6]([NH:9][C:10]3[C:17]([N+:18]([O-])=O)=[CH:16][C:13]([C:14]#[N:15])=[C:12]([NH:21][C@H:22]([C:24]4[CH:29]=[CH:28][C:27]([F:30])=[CH:26][CH:25]=4)[CH3:23])[CH:11]=3)[CH:5]=2)[CH2:3][CH2:2]1.[Cl-].[NH4+].C([O-])(=O)C.[NH4+]>CO.C1COCC1.[Zn]>[NH2:18][C:17]1[C:10]([NH:9][C:6]2[CH:5]=[C:4]([CH:1]3[CH2:3][CH2:2]3)[NH:8][N:7]=2)=[CH:11][C:12]([NH:21][C@H:22]([C:24]2[CH:25]=[CH:26][C:27]([F:30])=[CH:28][CH:29]=2)[CH3:23])=[C:13]([CH:16]=1)[C:14]#[N:15] |f:1.2,3.4,5.6|. Procedure: To a suspension of (S)-4-(5-cyclopropyl-1H-pyrazol-3-ylamino)-2-[1-(4-fluorophenyl)ethylamino]-5-nitrobenzonitrile (Method 32; 4.10 g, 10.1 mmol) and zinc dust (3.30 g, 50.4 mmol) in MeOH:THF (1:1, 100 ml) was slowly added saturated ammonium chloride (40 ml). The reaction mixture was stirred at 25° C. for 1 hr, to which was added saturated ammonium acetate solution (50 ml). The resulting mixture was stirred for another 30 min. The Zn dust was removed by filtration and washed with EtOAc (200 ml).... Starting materials: CCO, COc1ccc(N2CCN(c3c(C)c(C)c4c(c3C)C(O)(c3ccc5ccccc5c3)C(C)(C)O4)CC2)cc1. The product is COc1ccc(N2CCN(c3c(C)c(C)c4c(c3C)C(c3ccc5ccccc5c3)C(C)(C)O4)CC2)cc1. RXN SMILES: [CH3:40][CH2:41][OH:42].[OH:1][C:2]1([c:30]2[cH:31][c:32]3[cH:33][cH:34][cH:35][cH:36][c:37]3[cH:38][cH:39]2)[C:3]([CH3:28])([CH3:29])[O:4][c:5]2[c:6]1[c:7]([CH3:27])[c:8]([N:13]1[CH2:14][CH2:15][N:16]([c:19]3[cH:20][cH:21][c:22]([O:25][CH3:26])[cH:23][cH:24]3)[CH2:17][CH2:18]1)[c:9]([CH3:12])[c:10]2[CH3:11]>>[CH:2]1([c:30]2[cH:31][c:32]3[cH:33][cH:34][cH:35][cH:36][c:37]3[cH:38][cH:39]2)[C:3]([CH3:28])([CH3:29])[O:4][c:5]2[c:6]1[c:7]([CH3:27])[c:8]([N:13]1[CH2:14][CH2:15][N:16]([c:19]3[cH:20][cH:21][c:22]([O:25][CH3:26])[cH:23][cH:24]3)[CH2:17][CH2:18]1)[c:9]([CH3:12])[c:10]2[CH3:11]. Starting materials: C(C)(C)(C)N (tert-Butylamine), O1CC1CC (1,2-epoxybutane). Product: C(C)(C)(C)N1CC(OC(C1)CC)(O)CC (4-tert-butyl-2,6-diethyl-2-hydroxymorpholine), C(C)(C)(C)N(CC(CC)O)CC(CC)O (N-tert-butyl-bis-(2-hydroxybutyl)amine). The yield is 30.0%. Reaction SMILES: [C:1]([NH2:5])([CH3:4])([CH3:3])[CH3:2].[O:6]1[CH:8]([CH2:9][CH3:10])[CH2:7]1>>[C:1]([N:5]1[CH2:7][CH:8]([CH2:9][CH3:10])[O:6][C:8]([CH2:9][CH3:10])([OH:6])[CH2:7]1)([CH3:4])([CH3:3])[CH3:2].[C:1]([N:5]([CH2:7][CH:8]([OH:6])[CH2:9][CH3:10])[CH2:7][CH:8]([OH:6])[CH2:9][CH3:10])([CH3:4])([CH3:3])[CH3:2]. Procedure: tert-Butylamine (17.0 g, 0.23 mol) and 1,2-epoxybutane (50 g, 0.69 mol) were subjected to a reaction as described in Example 1 above. A 61% yield of 4-tert-butyl-2,6-diethyl-2-hydroxymorpholine was obtained along with a 30% yield of N-tert-butyl-bis-(2-hydroxybutyl)amine.